This data is from the Open Reaction Database (ORD), a public repository of structured organic reaction records. The task is: describe an organic reaction: reactants, conditions, products, and yield Starting materials: COc1ccc(C(C(=O)N2C(=O)OCC2Cc2ccccc2)C2(O)CCCCC2)cc1, [Li+], C1CCOC1, C1CCOC1, [OH-], O, O, O, OO. The product is COc1ccc(C(C(=O)O)C2(O)CCCCC2)cc1. RXN SMILES: [CH2:1]([CH:2]1[CH2:3][O:4][C:5](=[O:6])[N:7]1[C:14]([CH:15]([c:16]1[cH:17][cH:18][c:19]([O:22][CH3:23])[cH:20][cH:21]1)[C:24]1([OH:30])[CH2:25][CH2:26][CH2:27][CH2:28][CH2:29]1)=[O:31])[c:8]1[cH:9][cH:10][cH:11][cH:12][cH:13]1.[Li+:42].[O:33]1[CH2:34][CH2:35][CH2:36][CH2:37]1.[O:44]1[CH2:45][CH2:46][CH2:47][CH2:48]1.[OH-:41].[OH2:32].[OH2:40].[OH2:43].[OH:38][OH:39]>>[C:14]([CH:15]([c:16]1[cH:17][cH:18][c:19]([O:22][CH3:23])[cH:20][cH:21]1)[C:24]1([OH:30])[CH2:25][CH2:26][CH2:27][CH2:28][CH2:29]1)([OH:31])=[O:33].